Dataset: the Open Reaction Database (ORD), a public repository of structured organic reaction records. Task: describe an organic reaction: reactants, conditions, products, and yield Reactants: C1(C=2C(C(=O)O1)=CC=CC2)=O (phthalic anhydride), NCCCCCO (5-aminopentanol), N#N (N2). The solvent is O (water). Conditions: temperature 145 celsius. Yields the product C1(C=2C(C(N1CCCCCO)=O)=CC=CC2)=O (5-Phthalimidopentanol). Isolated yield 100.0%. RXN SMILES: [C:1]1(=[O:11])[O:6][C:4](=O)[C:3]2=[CH:7][CH:8]=[CH:9][CH:10]=[C:2]12.[NH2:12][CH2:13][CH2:14][CH2:15][CH2:16][CH2:17][OH:18].N#N>O>[C:4]1(=[O:6])[N:12]([CH2:13][CH2:14][CH2:15][CH2:16][CH2:17][OH:18])[C:1](=[O:11])[C:2]2=[CH:10][CH:9]=[CH:8][CH:7]=[C:3]12. Procedure details: A mixture of phthalic anhydride (6.46 g, 43.6 mmol) and 5-aminopentanol (4.5 g, 43.6 mmol) was heated to 145° C. in an open flask for 30 min. A stream of N2 was applied to expel water vapor. After cooled to room temperature, the reaction residue was dried on vacuum pump. The product was obtained as colorless oil: yield 100%; 1H NMR (CDCl3) δ 1.4-1.5 (m, 2H), 1.6-1.8 (m, 4H), 3.6 (t, 2H, J=6.5), 3.7 (t, J=7.2 Hz), 7.7 (m, 2H), 7.8-7.9 (m, 2H). Reactants: CC1(CC(CC(C1)(C)C)=C(C(=O)OCC)C#N)C (ethyl (3,3,5,5-tetramethylcyclohexylidene)cyanoacetate), CCOCC (ether), [NH4+].[Cl-] (NH4Cl), ketone, alkylmagnesium iodide, CCOCC (ether). Reagents/catalysts: [Cu]Cl (copper (I) chloride). Run at time 5 minute. Product: CC1(CC(CC(C1)(C)C)(C)C)C(C(=O)OCC)C#N (ethyl (1,3,3,5,5-pentamethylcyclohexyl)cyanoacetate). Isolated yield 47.0%. RXN SMILES: [CH3:1][C:2]1([CH3:18])[CH2:7][C:6]([CH3:9])([CH3:8])[CH2:5][C:4](=[C:10]([C:16]#[N:17])[C:11]([O:13][CH2:14][CH3:15])=[O:12])[CH2:3]1.[NH4+].[Cl-].[CH3:21]COCC>[Cu]Cl>[CH3:21][C:4]1([CH:10]([C:16]#[N:17])[C:11]([O:13][CH2:14][CH3:15])=[O:12])[CH2:3][C:2]([CH3:1])([CH3:18])[CH2:7][C:6]([CH3:8])([CH3:9])[CH2:5]1 |f:1.2|. Reported procedure: Anhydrous copper (I) chloride (0.8 g, 8 mmol) was added to a cooled solution of alkylmagnesium iodide (prepared from magnesium (0.46 g, 19.2 mmol) and iodomethane (2.84 g, 20 mmol)) in ether (12 ml). The mixture was stirred in an inert atmosphere for 5 min and a solution of ethyl (3,3,5,5-tetramethylcyclohexylidene)cyanoacetate (16) (2 g, 8 mmol) in ether (10 ml), was added dropwise keeping the temperature below -1 5 C. After the addition of ketone was completed, the reaction mixture was stirred... Reactants: FC1=CC2=C(C(=NO2)C2CCNCC2)C=C1 (6-fluoro-3-(4-piperidinyl)-1,2-benzisoxazole), C(=O)([O-])[O-].[K+].[K+] (K2CO3), ClCCCOC=1C=C2C=CNC2=CC1 (5-(3-chloropropoxy)indole). The solvent is O (H2O). Product: FC1=CC2=C(C(=NO2)C2CCN(CC2)CCCOC=2C=C3C=CNC3=CC2)C=C1 (6-Fluoro-3-[1-[3-[(1H-indol-5-yl)oxy]propyl]-4-piperidinyl]-1,2-benzisoxazole). Yield: 123.4%. As a reaction SMILES: [F:1][C:2]1[CH:16]=[CH:15][C:5]2[C:6]([CH:9]3[CH2:14][CH2:13][NH:12][CH2:11][CH2:10]3)=[N:7][O:8][C:4]=2[CH:3]=1.C([O-])([O-])=O.[K+].[K+].Cl[CH2:24][CH2:25][CH2:26][O:27][C:28]1[CH:29]=[C:30]2[C:34](=[CH:35][CH:36]=1)[NH:33][CH:32]=[CH:31]2>O>[F:1][C:2]1[CH:16]=[CH:15][C:5]2[C:6]([CH:9]3[CH2:10][CH2:11][N:12]([CH2:24][CH2:25][CH2:26][O:27][C:28]4[CH:29]=[C:30]5[C:34](=[CH:35][CH:36]=4)[NH:33][CH:32]=[CH:31]5)[CH2:13][CH2:14]3)=[N:7][O:8][C:4]=2[CH:3]=1 |f:1.2.3|. Procedure: A mixture of 6-fluoro-3-(4-piperidinyl)-1,2-benzisoxazole (2.6 g, 11.8 mmol), K2CO3 (1.6 g, 11.6 mmol), KI (200 mg), 5-(3-chloropropoxy)indole (2.2 g, 10.5 mmol) and Ch3CN (100 ml) was stirred at reflux under N2 for 18 hours. The cooled reaction was poured into H2O and the aqueous mixture was extracted with EtOAc. The EtOAc extract was washed 2 times with H2O, 2 times with brine and after drying with MgSO4 the solvent was removed in vacuo to yield 5.1 g of a dark oil. The oil was purified by pre... Reactants: solution, C12CCCC(CCC1)B2 (9-borabicyclo[3,3,1]nonane), O1CCCC1 (tetrahydrofuran), [Si](C)(C)(C(C)(C)C)O[C@H](CN1[C@@H](CCC1)CC1=CC(=C(C=C1)C)F)CO[C@H](C)C1=C(C=CC=C1)C=C ((2S)-1-{(2R)-2-{[Tert-butyl(dimethyl)silyl]oxy}-3-[(1R)-1-(2-ethenylphenyl)ethoxy]propyl}-2-(3-fluoro-4-methylbenzyl)pyrrolidine), sodium perborate hydrate, Example 180 ( 180c ), O1CCCC1 (tetrahydrofuran). Run in O (water). Reaction conditions: time 16 hour. Yields the product [Si](C)(C)(C(C)(C)C)O[C@@H](CO[C@H](C)C1=C(C=CC=C1)CCO)CN1[C@@H](CCC1)CC1=CC(=C(C=C1)C)F (2-{2-[(1R)-1-({(2R)-2-{[Tert-butyl(dimethyl)silyl]oxy}-3-[(2S)-2-(3-fluoro-4-methylbenzyl)pyrrolidin-1-yl]propyl}oxy)ethyl]phenyl}ethanol). Isolated yield 84.0%. Reaction SMILES: [Si:1]([O:8][C@@H:9]([CH2:25][O:26][C@@H:27]([C:29]1[CH:34]=[CH:33][CH:32]=[CH:31][C:30]=1[CH:35]=[CH2:36])[CH3:28])[CH2:10][N:11]1[CH2:15][CH2:14][CH2:13][C@H:12]1[CH2:16][C:17]1[CH:22]=[CH:21][C:20]([CH3:23])=[C:19]([F:24])[CH:18]=1)([C:4]([CH3:7])([CH3:6])[CH3:5])([CH3:3])[CH3:2].C12BC(CCC1)CCC2.[O:46]1CCCC1>O>[Si:1]([O:8][C@H:9]([CH2:10][N:11]1[CH2:15][CH2:14][CH2:13][C@H:12]1[CH2:16][C:17]1[CH:22]=[CH:21][C:20]([CH3:23])=[C:19]([F:24])[CH:18]=1)[CH2:25][O:26][C@@H:27]([C:29]1[CH:34]=[CH:33][CH:32]=[CH:31][C:30]=1[CH2:35][CH2:36][OH:46])[CH3:28])([C:4]([CH3:6])([CH3:7])[CH3:5])([CH3:2])[CH3:3]. Procedure details: (2S)-1-{(2R)-2-{[Tert-butyl(dimethyl)silyl]oxy}-3-[(1R)-1-(2-ethenylphenyl)ethoxy]propyl}-2-(3-fluoro-4-methylbenzyl)pyrrolidine (1.20 g, 2.35 mmol), which had been obtained in Example 180 (180c), was dissolved in tetrahydrofuran (20 mL) and added with a 0.5 M solution of 9-borabicyclo[3,3,1]nonane in tetrahydrofuran (5.6 mL, 2.82 mmol). After raising the temperature to room temperature, the mixture was stirred for 16 hours. Separately, the reaction solution was added dropwise in small portions ... The reactants are [Cl-].[Al+3].[Cl-].[Cl-] (aluminum chloride), [Cl-].[Al+3].[Cl-].[Cl-] (aluminum chloride), C(C)OC(=O)C1=CC=C(OC2=C(C(=O)Cl)C=CC=N2)C=C1 (2-(p-ethoxycarbonylphenoxy)nicotinoyl chloride), ice water. The solvent is [N+](=O)([O-])C1=CC=CC=C1 (nitrobenzene). Product: O=C1C2=C(OC3=NC=CC=C31)C=CC(=C2)C(=O)OCC (ethyl 5-oxo-5H-[1]benzopyrano[2,3-b]pyridine-7-carboxylate). The yield is 56.8%. RXN SMILES: [Cl-].[Al+3].[Cl-].[Cl-].[CH2:5]([O:7][C:8]([C:10]1[CH:25]=[CH:24][C:13]([O:14][C:15]2[N:23]=[CH:22][CH:21]=[CH:20][C:16]=2[C:17](Cl)=[O:18])=[CH:12][CH:11]=1)=[O:9])[CH3:6]>[N+](C1C=CC=CC=1)([O-])=O>[O:18]=[C:17]1[C:16]2[C:15](=[N:23][CH:22]=[CH:21][CH:20]=2)[O:14][C:13]2[CH:12]=[CH:11][C:10]([C:8]([O:7][CH2:5][CH3:6])=[O:9])=[CH:25][C:24]1=2 |f:0.1.2.3|. Procedure: 1.7 g of anhydrous aluminum chloride is added in small portions to a solution of 1.2 g of 2-(p-ethoxycarbonylphenoxy)nicotinoyl chloride in 5 ml of nitrobenzene at room temperature with stirring. The mixture is stirred at 80°C for 4 hours, and poured into ice water to decompose aluminum chloride. The nitrobenzene layer is separated, dried over anhydrous magnesium sulfate, and concentrated under reduced pressure. The residue is recrystallized from ethanol to give 0.6 g of ethyl 5-oxo-5H-[1]benzop...